This data is from the Open Reaction Database (ORD), a public repository of structured organic reaction records. The task is: describe an organic reaction: reactants, conditions, products, and yield The reactants are ClC1=CC=C(NC2OCCO2)C=C1 (4-chloro-(1,3-dioxolan-2-yl)-aniline), CC1CC2=C(CC1)C(=O)OC2=O (4(R,S)-methylcyclohexene-1,2-dicarboxylic anhydride), C(C)(=O)O (acetic acid), O (water). Yields the product ClC1=C(C=C(C=C1)N1C(C2=C(C1=O)CC(CC2)C)=O)C=O (N-(4-chloro-3-formylphenyl)-4(R,S)-methyl-3,4,5,6-tetrahydrophthalimide). Yield: 83.0%. As a reaction SMILES: [Cl:1][C:2]1[CH:13]=[CH:12][C:5]([NH:6][CH:7]2[O:11]CCO2)=[CH:4][CH:3]=1.[CH3:14][CH:15]1[CH2:20][CH2:19][C:18]2[C:21](OC(=O)[C:17]=2[CH2:16]1)=[O:22].O.[C:27](O)(=[O:29])C>>[Cl:1][C:2]1[CH:3]=[CH:4][C:5]([N:6]2[C:7](=[O:11])[C:17]3[CH2:16][CH:15]([CH3:14])[CH2:20][CH2:19][C:18]=3[C:21]2=[O:22])=[CH:12][C:13]=1[CH:27]=[O:29]. Reported procedure: 29.2 g (0.15 mol) of 4-chloro-(1,3-dioxolan-2-yl)-aniline and 24.9 g (0.15 mol) of 4(R,S)-methylcyclohexene-1,2-dicarboxylic anhydride were stirred in 250 ml of glacial acetic acid for 3 days at 230° C. and for 10 hours at 70° C.; water was added to induce precipitation, followed by recrystallization and drying. There was obtained 38 g (83%) of N-(4-chloro-3-formylphenyl)-4(R,S)-methyl-3,4,5,6-tetrahydrophthalimide (m.p. 132°-1330° C.). The reactants are CCCCOCCOc1ccc(-c2ccc3c(c2)C=C(C(=O)Nc2ccc(SCc4cn(CCC)nn4)cc2)CCN3CC(C)C)cc1, ClCCl, O=C(OO)c1cccc(Cl)c1, [Na+], [Na+], O=S([O-])([O-])=S. The product is CCCCOCCOc1ccc(-c2ccc3c(c2)C=C(C(=O)Nc2ccc(S(=O)Cc4cn(CCC)nn4)cc2)CCN3CC(C)C)cc1. Reaction SMILES: [CH2:1]([CH2:2][CH2:3][CH3:4])[O:5][CH2:6][CH2:7][O:8][c:9]1[cH:10][cH:11][c:12](-[c:15]2[cH:16][cH:17][c:18]3[c:19]([cH:48]2)[CH:20]=[C:21]([C:29](=[O:30])[NH:31][c:32]2[cH:33][cH:34][c:35]([S:38][CH2:39][c:40]4[n:41][n:42][n:43]([CH2:45][CH2:46][CH3:47])[cH:44]4)[cH:36][cH:37]2)[CH2:22][CH2:23][N:24]3[CH2:25][CH:26]([CH3:27])[CH3:28])[cH:13][cH:14]1.[CH2:67]([Cl:68])[Cl:69].[Cl:49][c:50]1[cH:51][cH:52][cH:53][c:54]([C:55]([O:56][OH:58])=[O:57])[cH:59]1.[Na+:65].[Na+:66].[S:60]([O-:61])([O-:62])(=[O:63])=[S:64]>>[CH2:1]([CH2:2][CH2:3][CH3:4])[O:5][CH2:6][CH2:7][O:8][c:9]1[cH:10][cH:11][c:12](-[c:15]2[cH:16][cH:17][c:18]3[c:19]([cH:48]2)[CH:20]=[C:21]([C:29](=[O:30])[NH:31][c:32]2[cH:33][cH:34][c:35]([S:38]([CH2:39][c:40]4[n:41][n:42][n:43]([CH2:45][CH2:46][CH3:47])[cH:44]4)=[O:57])[cH:36][cH:37]2)[CH2:22][CH2:23][N:24]3[CH2:25][CH:26]([CH3:27])[CH3:28])[cH:13][cH:14]1. Yields the product CCOCc1nc2cnc3ccccc3c2n1N=Cc1ccco1. Reaction SMILES: [CH2:1]([CH3:2])[O:3][CH2:4][c:5]1[n:6]([NH2:18])[c:7]2[c:8]([cH:9][n:10][c:11]3[cH:12][cH:13][cH:14][cH:15][c:16]23)[n:17]1.[CH:27]([OH:28])([CH3:29])[CH3:30].[Cl:31][CH:32]([Cl:33])[Cl:34].[ClH:26].[o:19]1[c:20]([CH:24]=[O:25])[cH:21][cH:22][cH:23]1>>[CH2:1]([CH3:2])[O:3][CH2:4][c:5]1[n:6]([N:18]=[CH:24][c:20]2[o:19][cH:23][cH:22][cH:21]2)[c:7]2[c:8]([cH:9][n:10][c:11]3[cH:12][cH:13][cH:14][cH:15][c:16]23)[n:17]1. The reactants are CCOCc1nc2cnc3ccccc3c2n1N, CC(C)O, ClC(Cl)Cl, Cl, O=Cc1ccco1. Procedure details: 7.8 ml of 65 percent nitric acid are added dropwise at 20° within 20 minutes to 29.4 g of 2'-fluoro-4-hydroxy-3-methoxybenzophenone (dissolved in 450 ml of acetic acid). After stirring for 1.5 hours, the reaction mixture is poured into 2 1 of ice-water and the precipitate formed is filtered off, washed with water and dissolved in methylene chloride. The methylene chloride solution is washed with water, dried over sodium sulfate and evaporated. The residue is recrystallized from methanol. There i... Yields the product FC1=C(C=CC=C1)C(C1=CC(=C(C(=C1)[N+](=O)[O-])O)OC)=O (2'-fluoro-4-hydroxy-3-methoxy-5-nitrobenzophenone). Starting materials: [N+](=O)(O)[O-] (nitric acid), FC1=C(C=CC=C1)C(C1=CC(=C(C=C1)O)OC)=O (2'-fluoro-4-hydroxy-3-methoxybenzophenone), ice water. Run at time 1.5 hour. RXN SMILES: [N+:1]([O-:4])(O)=[O:2].[F:5][C:6]1[CH:11]=[CH:10][CH:9]=[CH:8][C:7]=1[C:12](=[O:22])[C:13]1[CH:18]=[CH:17][C:16]([OH:19])=[C:15]([O:20][CH3:21])[CH:14]=1>>[F:5][C:6]1[CH:11]=[CH:10][CH:9]=[CH:8][C:7]=1[C:12](=[O:22])[C:13]1[CH:18]=[C:17]([N+:1]([O-:4])=[O:2])[C:16]([OH:19])=[C:15]([O:20][CH3:21])[CH:14]=1. Starting materials: CC(C#C/C=C/C/C(/CO)=C\CCCCOC1=CC(=CC=C1)C1=CSC=C1)(C)C ((E,E)-2-(6,6-dimethyl-2-hepten-4-ynyl)-7-[3-(3-thienyl)phenoxy]-2-hepten-1-ol), C(C)(=O)OC(C)=O (acetic anhydride). Solvent: N1=CC=CC=C1 (pyridine). Reaction conditions: time 18 hour. The product is C(C)(=O)OC\C(=C\CCCCOC1=CC(=CC=C1)C1=CSC=C1)\C\C=C\C#CC(C)(C)C ((E,E)-2-(6,6-dimethyl-2-hepten-4-ynyl)-7-[3-(3-thienyl)phenoxy]-2-heptenyl acetate). Yield: 91.0%. Reaction SMILES: [CH3:1][C:2]([CH3:29])([CH3:28])[C:3]#[C:4]/[CH:5]=[CH:6]/[CH2:7]/[C:8](=[CH:11]\[CH2:12][CH2:13][CH2:14][CH2:15][O:16][C:17]1[CH:22]=[CH:21][CH:20]=[C:19]([C:23]2[CH:27]=[CH:26][S:25][CH:24]=2)[CH:18]=1)/[CH2:9][OH:10].[C:30](OC(=O)C)(=[O:32])[CH3:31]>N1C=CC=CC=1>[C:30]([O:10][CH2:9]/[C:8](/[CH2:7]/[CH:6]=[CH:5]/[C:4]#[C:3][C:2]([CH3:29])([CH3:28])[CH3:1])=[CH:11]/[CH2:12][CH2:13][CH2:14][CH2:15][O:16][C:17]1[CH:22]=[CH:21][CH:20]=[C:19]([C:23]2[CH:27]=[CH:26][S:25][CH:24]=2)[CH:18]=1)(=[O:32])[CH3:31]. Procedure details: 18.8 mg of (E,E)-2-(6,6-dimethyl-2-hepten-4-ynyl)-7-[3-(3-thienyl)phenoxy]-2-hepten-1-ol obtained in Example 2 is dissolved in 2 ml of pyridine, 1 ml of acetic anhydride is added, and the mixture is stirred at room temperature for 18 hours. The reaction solution is concentrated under reduced pressure, water and ethyl acetate are added to the residue for extraction, the organic layer is taken, washed successively with 1N hydrochloric acid, saturated aqueous sodium bicarbonate solution and saturat... The reactants are COc1ccc(C(=CC=CC(=O)Oc2ccc([N+](=O)[O-])cc2)c2ccc(OC)cc2)cc1, C1CCOC1, NC(CCCc1cccnc1)CCCc1cccnc1. Product: COc1ccc(C(=CC=CC(=O)NC(CCCc2cccnc2)CCCc2cccnc2)c2ccc(OC)cc2)cc1. As a reaction SMILES: [N+:1]([c:2]1[cH:3][cH:4][c:5]([O:10][C:11](=[O:6])[CH:12]=[CH:13][CH:14]=[C:15]([c:16]2[cH:17][cH:18][c:19]([O:22][CH3:23])[cH:20][cH:21]2)[c:24]2[cH:25][cH:26][c:27]([O:30][CH3:31])[cH:28][cH:29]2)[cH:7][cH:8]1)([O-:9])=[O:32].[O:53]1[CH2:54][CH2:55][CH2:56][CH2:57]1.[n:33]1[cH:34][c:35]([CH2:39][CH2:40][CH2:41][CH:42]([CH2:43][CH2:44][CH2:45][c:46]2[cH:47][n:48][cH:49][cH:50][cH:51]2)[NH2:52])[cH:36][cH:37][cH:38]1>>[O:10]=[C:11]([CH:12]=[CH:13][CH:14]=[C:15]([c:16]1[cH:17][cH:18][c:19]([O:22][CH3:23])[cH:20][cH:21]1)[c:24]1[cH:25][cH:26][c:27]([O:30][CH3:31])[cH:28][cH:29]1)[NH:52][CH:42]([CH2:41][CH2:40][CH2:39][c:35]1[cH:34][n:33][cH:38][cH:37][cH:36]1)[CH2:43][CH2:44][CH2:45][c:46]1[cH:47][n:48][cH:49][cH:50][cH:51]1. Starting materials: COC1=CC=C(C=C1)C(C(C(C)=O)=CC=1C=CC=C2C(C=C(OC12)C)=O)=O (1-(4-methoxyphenyl)-2-[(2-methyl-4-oxo-4H-chromen-8-yl)methylene]-butane-1,3-dione), N\C(=C/C(=O)OCC)\C (ethyl 3-aminocrotonate). The solvent is CC(C)O (2-propanol). The product is COC1=CC=C(C(=O)C=2C(C(=C(NC2C)C)C(=O)OCC)C=2C=CC=C3C(C=C(OC23)C)=O)C=C1 (Ethyl 5-(4-methoxybenzoyl)-2,6-dimethyl-4-(2-methyl-4-oxo-4H-chromen-8-yl)-1,4-dihydro-pyridine-3-carboxylate). As a reaction SMILES: [CH3:1][O:2][C:3]1[CH:8]=[CH:7][C:6]([C:9](=[O:27])[C:10](=[CH:14][C:15]2[CH:16]=[CH:17][CH:18]=[C:19]3[C:24]=2[O:23][C:22]([CH3:25])=[CH:21][C:20]3=[O:26])[C:11](=O)[CH3:12])=[CH:5][CH:4]=1.[NH2:28]/[C:29](/[CH3:36])=[CH:30]\[C:31]([O:33][CH2:34][CH3:35])=[O:32]>CC(O)C>[CH3:1][O:2][C:3]1[CH:4]=[CH:5][C:6]([C:9]([C:10]2[CH:14]([C:15]3[CH:16]=[CH:17][CH:18]=[C:19]4[C:24]=3[O:23][C:22]([CH3:25])=[CH:21][C:20]4=[O:26])[C:30]([C:31]([O:33][CH2:34][CH3:35])=[O:32])=[C:29]([CH3:36])[NH:28][C:11]=2[CH3:12])=[O:27])=[CH:7][CH:8]=1. Reported procedure: 230 mg (0.63 mmol) of 1-(4-methoxyphenyl)-2-[(2-methyl-4-oxo-4H-chromen-8-yl)methylene]-butane-1,3-dione are heated with 81.9 mg (0.63 mmol) of ethyl 3-aminocrotonate in 5 ml of 2-propanol under reflux overnight. The solvent is removed in vacuo, and the residue is purified by preparative HPLC. 50 mg (16% of theory) of the title compound are obtained. Reactants: ClC1=CC=C(C=C1)N1CCN(CC1)C(C(CC(C)C)NC(OC(C)(C)C)=O)=O (1,1-dimethylethyl 2-(4-(4-chlorophenyl)-1-piperazinyl)-2-oxo-1-(2-methylpropyl)ethylcarbamate), FC1=CC=C(C=C1)N1CCN(CC1)C(C(CC1=CC=CC=C1)NC(OC(C)(C)C)=O)=O (1,1-dimethylethyl 2-(4-(4-fluorophenyl)-1-piperazinyl)-2-oxo-1-(phenylmethyl)ethylcarbamate). The product is Cl.NC(C(=O)N1CCN(CC1)C1=CC=C(C=C1)Cl)CC(C)C (1-(2-amino-4-methyl-1-oxopentyl)-4-(4-chlorophenyl)piperazine hydrochloride). The yield is 65.3%. RXN SMILES: [Cl:1][C:2]1[CH:7]=[CH:6][C:5]([N:8]2[CH2:13][CH2:12][N:11]([C:14](=[O:28])[CH:15]([NH:20]C(=O)OC(C)(C)C)[CH2:16][CH:17]([CH3:19])[CH3:18])[CH2:10][CH2:9]2)=[CH:4][CH:3]=1.FC1C=CC(N2CCN(C(=O)C(NC(=O)OC(C)(C)C)CC3C=CC=CC=3)CC2)=CC=1>>[ClH:1].[NH2:20][CH:15]([CH2:16][CH:17]([CH3:19])[CH3:18])[C:14]([N:11]1[CH2:10][CH2:9][N:8]([C:5]2[CH:6]=[CH:7][C:2]([Cl:1])=[CH:3][CH:4]=2)[CH2:13][CH2:12]1)=[O:28] |f:2.3|. Procedure: Using 1,1-dimethylethyl 2-(4-(4-chlorophenyl)-1-piperazinyl)-2-oxo-1-(2-methylpropyl)ethylcarbamate in lieu of 1,1-dimethylethyl 2-(4-(4-fluorophenyl)-1-piperazinyl)-2-oxo-1-(phenylmethyl)ethylcarbamate, the procedure of Reference Example 13 was otherwise repeated to provide 1-(2-amino-4-methyl-1-oxopentyl)-4-(4-chlorophenyl)piperazine hydrochloride (1.50 g, 65.3%) as white crystals. The reactants are Br, CC(C)(C)OC(=O)N1CCC(COS(C)(=O)=O)CC1, COc1cc2c(Oc3ccc([N+](=O)[O-])cc3F)ccnc2cc1O, CN(C)C=O. Yields the product COc1cc2c(Oc3ccc([N+](=O)[O-])cc3F)ccnc2cc1OCC1CCN(C(=O)OC(C)(C)C)CC1. RXN SMILES: [BrH:25].[CH3:26][S:27]([O:28][CH2:31][CH:32]1[CH2:33][CH2:34][N:35]([C:38](=[O:39])[O:40][C:41]([CH3:42])([CH3:43])[CH3:44])[CH2:36][CH2:37]1)(=[O:29])=[O:30].[F:1][c:2]1[c:3]([O:4][c:5]2[cH:6][cH:7][n:8][c:9]3[cH:10][c:11]([OH:17])[c:12]([O:15][CH3:16])[cH:13][c:14]23)[cH:18][cH:19][c:20]([N+:22](=[O:23])[O-:24])[cH:21]1.[O:45]=[CH:46][N:47]([CH3:48])[CH3:49]>>[F:1][c:2]1[c:3]([O:4][c:5]2[cH:6][cH:7][n:8][c:9]3[cH:10][c:11]([O:17][CH2:31][CH:32]4[CH2:33][CH2:34][N:35]([C:38](=[O:39])[O:40][C:41]([CH3:42])([CH3:43])[CH3:44])[CH2:36][CH2:37]4)[c:12]([O:15][CH3:16])[cH:13][c:14]23)[cH:18][cH:19][c:20]([N+:22](=[O:23])[O-:24])[cH:21]1. The reactants are CN1CCc2c3n(c4ccccc24)C(C)(O)CCC31, O, O=P(Cl)(Cl)Cl, c1ccccc1, c1ccncc1. Product: CC1=CCC2c3c(c4ccccc4n31)CCN2C. RXN SMILES: [CH3:1][N:2]1[CH2:3][CH2:4][c:5]2[c:6]3[n:7]([c:14]4[cH:15][cH:16][cH:17][cH:18][c:19]24)[C:8]([OH:12])([CH3:13])[CH2:9][CH2:10][CH:11]13.[OH2:37].[P:32]([Cl:33])([Cl:34])([Cl:35])=[O:36].[cH:20]1[cH:21][cH:22][cH:23][cH:24][cH:25]1.[cH:26]1[cH:27][cH:28][n:29][cH:30][cH:31]1>>[CH3:1][N:2]1[CH2:3][CH2:4][c:5]2[c:6]3[n:7]([c:14]4[cH:15][cH:16][cH:17][cH:18][c:19]24)[C:8]([CH3:13])=[CH:9][CH2:10][CH:11]13.